Dataset: the Open Reaction Database (ORD), a public repository of structured organic reaction records. Task: describe an organic reaction: reactants, conditions, products, and yield The reactants are FC1=C(CC2=NNC3=NC=CN=C32)C=CC=C1 (3-(2-fluorobenzyl)-1H-pyrazolo[3,4-b]pyrazine), ClC1=NC(=NC(=N1)N)N (6-chloro-1,3,5-triazine-2,4-diamine), tris(di-benzylideneacetone)dipalladium, C1(CCCCC1)P(C1=C(C=CC=C1)C1=C(C=C(C=C1C(C)C)C(C)C)C(C)C)C1CCCCC1 (dicyclohexyl(2′,4′,6′-triisopropylbiphenyl-2-yl)phosphine), C([O-])([O-])=O.[Cs+].[Cs+] (cesium carbonate). The solvent is C1(=CC=CC=C1)C (toluene), C(C)(=O)OCC (ethyl acetate). Product: FC1=C(CC2=NN(C3=NC=CN=C32)C3=NC(=NC(=N3)N)N)C=CC=C1 (6-[3-(2-Fluorobenzyl)-1H-pyrazolo[3,4-b]pyrazin-1-yl]-1,3,5-triazine-2,4-diamine). As a reaction SMILES: [F:1][C:2]1[CH:17]=[CH:16][CH:15]=[CH:14][C:3]=1[CH2:4][C:5]1[C:13]2[C:8](=[N:9][CH:10]=[CH:11][N:12]=2)[NH:7][N:6]=1.Cl[C:19]1[N:24]=[C:23]([NH2:25])[N:22]=[C:21]([NH2:26])[N:20]=1.C1(P(C2CCCCC2)C2C=CC=CC=2C2C(C(C)C)=CC(C(C)C)=CC=2C(C)C)CCCCC1.C(=O)([O-])[O-].[Cs+].[Cs+]>C1(C)C=CC=CC=1.C(OCC)(=O)C>[F:1][C:2]1[CH:17]=[CH:16][CH:15]=[CH:14][C:3]=1[CH2:4][C:5]1[C:13]2[C:8](=[N:9][CH:10]=[CH:11][N:12]=2)[N:7]([C:19]2[N:24]=[C:23]([NH2:25])[N:22]=[C:21]([NH2:26])[N:20]=2)[N:6]=1 |f:3.4.5|. Procedure: A solution of 144 mg (0.63 mmol) of 3-(2-fluorobenzyl)-1H-pyrazolo[3,4-b]pyrazine from example 14A, 92 mg (0.63 mmol) of 6-chloro-1,3,5-triazine-2,4-diamine, 12 mg (0.013 mmol) of tris(di-benzylideneacetone)dipalladium, 18 mg (0.038 mmol) of dicyclohexyl(2′,4′,6′-triisopropylbiphenyl-2-yl)phosphine (XPHOS) and 287 mg (0.88 mmol) of cesium carbonate in 4 ml of degassed toluene is heated at 90° C. for 20 h. It is then diluted with ethyl acetate and a little methanol and filtered with suction. The ... The reactants are ClC=1C=CC(=C(C1)C1=CC(N(C=C1OC)C(C(=O)O)CC1CCC1)=O)C#N (2-[4-(5-chloro-2-cyanophenyl)-5-methoxy-2-oxopyridin-1(2H)-yl]-3-cyclobutylpropanoic acid), NC1=CC=C(C=C1)C1=CNC(O1)=O (5-(4-aminophenyl)-1,3-oxazol-2(3H)-one). Product: ClC=1C=CC(=C(C1)C1=CC(N(C=C1OC)C(C(=O)NC1=CC=C(C=C1)C1=CNC(O1)=O)CC1CCC1)=O)C#N (2-[4-(5-Chloro-2-cyanophenyl)-5-methoxy-2-oxopyridin-1(2H)-yl]-3-cyclobutyl-N-[4-(2-oxo-2,3-dihydro-1,3-oxazol-5-yl)phenyl]propanamide). RXN SMILES: [Cl:1][C:2]1[CH:3]=[CH:4][C:5]([C:26]#[N:27])=[C:6]([C:8]2[C:13]([O:14][CH3:15])=[CH:12][N:11]([CH:16]([CH2:20][CH:21]3[CH2:24][CH2:23][CH2:22]3)[C:17](O)=[O:18])[C:10](=[O:25])[CH:9]=2)[CH:7]=1.[NH2:28][C:29]1[CH:34]=[CH:33][C:32]([C:35]2[O:39][C:38](=[O:40])[NH:37][CH:36]=2)=[CH:31][CH:30]=1>>[Cl:1][C:2]1[CH:3]=[CH:4][C:5]([C:26]#[N:27])=[C:6]([C:8]2[C:13]([O:14][CH3:15])=[CH:12][N:11]([CH:16]([CH2:20][CH:21]3[CH2:24][CH2:23][CH2:22]3)[C:17]([NH:28][C:29]3[CH:30]=[CH:31][C:32]([C:35]4[O:39][C:38](=[O:40])[NH:37][CH:36]=4)=[CH:33][CH:34]=3)=[O:18])[C:10](=[O:25])[CH:9]=2)[CH:7]=1. Reported procedure: 103 mg (purity 94%, 0.25 mmol) of 2-[4-(5-chloro-2-cyanophenyl)-5-methoxy-2-oxopyridin-1(2H)-yl]-3-cyclobutylpropanoic acid (racemate) and 55 mg (0.28 mmol, 1.1 eq.) of 5-(4-aminophenyl)-1,3-oxazol-2(3H)-one were reacted according to General Method 1. The crude product was purified by preparative HPLC (Reprosil C18, water/acetonitrile gradient). Yield: 36 mg (27% of theory) Reactants: BrC1=CN=CC=2[C@@H](CCCC12)N ((+)-(R)-4-bromo-5,6,7,8-tetrahydroisoquinolin-8-amine), C(C)(=O)O (acetic acid). The product is BrC1=CN=CC=2[C@@H](CCCC12)NC(C)=O ((+)-(R)—N-(4-Bromo-5,6,7,8-tetrahydroisoquinolin-8-yl)acetamide). The yield is 91.0%. As a reaction SMILES: [Br:1][C:2]1[C:11]2[CH2:10][CH2:9][CH2:8][C@@H:7]([NH2:12])[C:6]=2[CH:5]=[N:4][CH:3]=1.[C:13](O)(=[O:15])[CH3:14]>>[Br:1][C:2]1[C:11]2[CH2:10][CH2:9][CH2:8][C@@H:7]([NH:12][C:13](=[O:15])[CH3:14])[C:6]=2[CH:5]=[N:4][CH:3]=1. Procedure details: In analogy to the procedure described for the preparation of intermediate A-4 [D], (+)-(R)-4-bromo-5,6,7,8-tetrahydroisoquinolin-8-amine (intermediate A-11) and acetic acid gave the title compound as off-white solid in 91% yield. MS: 269.0 (M+H+, 1Br). Starting materials: C(C1=CC=CC=C1)N1C(=CC(C2=C1N(C(N(C2=O)CCCC[C@H](C)OS(=O)(=O)C)=O)C)=O)C ((S)-8-benzyl-1,7-dimethyl-3-(5-methanesulfonyloxyhexyl)pyrido[2,3-d]pyrimidine-2,4,5(1H,3H,8H)-trione), [N-]=[N+]=[N-].[Na+] (sodium azide). The solvent is CS(=O)C (dimethylsulfoxide). Product: N(=[N+]=[N-])[C@@H](CCCCN1C(N(C2=C(C1=O)C(C=C(N2CC2=CC=CC=C2)C)=O)C)=O)C ((R)-3-(5-azidohexyl)-8-benzyl-1,7-dimethylpyrido[2,3-d]pyrimidine-2,4,5(1H,3H,8H)-trione). Yield: 99.0%. RXN SMILES: [CH2:1]([N:8]1[C:13]2[N:14]([CH3:31])[C:15](=[O:30])[N:16]([CH2:19][CH2:20][CH2:21][CH2:22][C@@H:23](OS(C)(=O)=O)[CH3:24])[C:17](=[O:18])[C:12]=2[C:11](=[O:32])[CH:10]=[C:9]1[CH3:33])[C:2]1[CH:7]=[CH:6][CH:5]=[CH:4][CH:3]=1.[N-:34]=[N+:35]=[N-:36].[Na+]>CS(C)=O>[N:34]([C@H:23]([CH3:24])[CH2:22][CH2:21][CH2:20][CH2:19][N:16]1[C:17](=[O:18])[C:12]2[C:11](=[O:32])[CH:10]=[C:9]([CH3:33])[N:8]([CH2:1][C:2]3[CH:3]=[CH:4][CH:5]=[CH:6][CH:7]=3)[C:13]=2[N:14]([CH3:31])[C:15]1=[O:30])=[N+:35]=[N-:36] |f:1.2|. Procedure: A mixture of the crude (S)-8-benzyl-1,7-dimethyl-3-(5-methanesulfonyloxyhexyl)pyrido[2,3-d]pyrimidine-2,4,5(1H,3H,8H)-trione, dimethylsulfoxide (6 ml) and sodium azide (116 mg, 1.79 mmol) was heated at 600 C for 18 hours. After cooling to room temperature, the mixture was partitioned between water (50 ml) and ethyl acetate (50 ml) and the aqueous layer was extracted with ethyl acetate (50 ml). The combined extracts were rinsed with water and with saturated aqueous sodium chloride solution. Conce...